Dataset: the Open Reaction Database (ORD), a public repository of structured organic reaction records. Task: describe an organic reaction: reactants, conditions, products, and yield Reactants: CCCCCC.CCOC(=O)C (hexane AcOEt), NC1(C(NC2=CC=C(C=C12)Cl)=O)C1=C(C=CC=C1)Cl (3-amino-5-chloro-3-(2-chlorophenyl)-1,3-dihydroindol-2-one), COC1=CC(=C(C=C1)S(=O)(=O)Cl)[N+](=O)[O-] (4-methoxy-2-nitrobenzenesulfonyl chloride). Run in C(Cl)Cl (DCM). Yields the product NC1(C(N(C2=CC=C(C=C12)Cl)S(=O)(=O)C1=C(C=C(C=C1)OC)[N+](=O)[O-])=O)C1=C(C=CC=C1)Cl (3-Amino-5-chloro-3-(2-chlorophenyl)-1,3-dihydro-1-(4-methoxy-2-nitrobenzenesulfonyl)indol-2-one). Isolated yield 81.1%. Reaction SMILES: [NH2:1][C:2]1([C:13]2[CH:18]=[CH:17][CH:16]=[CH:15][C:14]=2[Cl:19])[C:10]2[C:5](=[CH:6][CH:7]=[C:8]([Cl:11])[CH:9]=2)[NH:4][C:3]1=[O:12].[CH3:20][O:21][C:22]1[CH:27]=[CH:26][C:25]([S:28](Cl)(=[O:30])=[O:29])=[C:24]([N+:32]([O-:34])=[O:33])[CH:23]=1.CCCCCC.CCOC(C)=O>C(Cl)Cl>[NH2:1][C:2]1([C:13]2[CH:18]=[CH:17][CH:16]=[CH:15][C:14]=2[Cl:19])[C:10]2[C:5](=[CH:6][CH:7]=[C:8]([Cl:11])[CH:9]=2)[N:4]([S:28]([C:25]2[CH:26]=[CH:27][C:22]([O:21][CH3:20])=[CH:23][C:24]=2[N+:32]([O-:34])=[O:33])(=[O:29])=[O:30])[C:3]1=[O:12] |f:2.3|. Procedure: This compound is prepared according to the procedure described in EXAMPLE 1 from 2 g of 3-amino-5-chloro-3-(2-chlorophenyl)-1,3-dihydroindol-2-one and 1.71 g of 4-methoxy-2-nitrobenzenesulfonyl chloride. Chromatography on silica using a DCM/hexane mixture (80/20; v/v) and then DCM as the eluent gives 2.8 g of the expected product after crystallization from a DCM/iso ether mixture. M.p.=192°-195° C.